Dataset: the Open Reaction Database (ORD), a public repository of structured organic reaction records. Task: describe an organic reaction: reactants, conditions, products, and yield Reactants: [Al+3], C1CCOC1, [H-], [H-], [H-], [H-], [Li+], N#Cc1ccc(CN2CCOCC2)cc1. Product: NCc1ccc(CN2CCOCC2)cc1. RXN SMILES: [Al+3:17].[CH2:22]1[O:23][CH2:24][CH2:25][CH2:26]1.[H-:16].[H-:19].[H-:20].[H-:21].[Li+:18].[O:1]1[CH2:2][CH2:3][N:4]([CH2:7][c:8]2[cH:9][cH:10][c:11]([C:12]#[N:13])[cH:14][cH:15]2)[CH2:5][CH2:6]1>>[O:1]1[CH2:2][CH2:3][N:4]([CH2:7][c:8]2[cH:9][cH:10][c:11]([CH2:12][NH2:13])[cH:14][cH:15]2)[CH2:5][CH2:6]1. The yield is 99.9%. The product is C(C1=CC=CC=C1)C1CCN(CC1)S(=O)(=O)C(CC(=O)O)CCC1=CC=CC=C1 (3-(4-Benzy-piperidine-1-sulfonyl)-5-phenyl-pentanoic Acid). As a reaction SMILES: C([O:5][C:6](=[O:33])[CH2:7][CH:8]([S:17]([N:20]1[CH2:25][CH2:24][CH:23]([CH2:26][C:27]2[CH:32]=[CH:31][CH:30]=[CH:29][CH:28]=2)[CH2:22][CH2:21]1)(=[O:19])=[O:18])[CH2:9][CH2:10][C:11]1[CH:16]=[CH:15][CH:14]=[CH:13][CH:12]=1)(C)(C)C.C(O)(C(F)(F)F)=O>C(Cl)Cl>[CH2:26]([CH:23]1[CH2:24][CH2:25][N:20]([S:17]([CH:8]([CH2:9][CH2:10][C:11]2[CH:16]=[CH:15][CH:14]=[CH:13][CH:12]=2)[CH2:7][C:6]([OH:33])=[O:5])(=[O:19])=[O:18])[CH2:21][CH2:22]1)[C:27]1[CH:32]=[CH:31][CH:30]=[CH:29][CH:28]=1. Run in C(Cl)Cl (DCM). Reactants: C(C)(C)(C)OC(CC(CCC1=CC=CC=C1)S(=O)(=O)N1CCC(CC1)CC1=CC=CC=C1)=O (3-(4-Benzy-piperidine-1-sulfonyl)-5-phenyl-pentanoic acid tert-butyl ester), C(=O)(C(F)(F)F)O (TFA). Procedure details: 3-(4-Benzy-piperidine-1-sulfonyl)-5-phenyl-pentanoic acid tert-butyl ester (1.04 g, 2.2 mmol) was taken up in DCM (5 mL) with stirring and cooled to 0° C. TFA (5 mL) was added slowly and the resulting solution placed in the fridge overnight. Solvents evaporated under reduced pressure to give the title compound as a yellow oil (913 mg, Quant). 1H-NMR δ(MeOD) 7.56-7.11 (10H, m), 3.66-3.56 (3H, m), 2.90-2.59 (6H, m), 2.51 (2H, d, J=6.7 Hz), 2.20 (1H, m), 1.90 (1H, m), 1.62-1.47 (3, m) and 1.25-1.11... Conditions: temperature 0 celsius. Starting materials: C(C)OC1=CC=C(C=C1)CCC[C@@H](C(=O)O)[C@@H](C(=O)O)O ((2R,3S)-2-[3-(4-ethoxyphenyl)propyl]-3-hydroxybutanedioic acid), COC(C)(C)OC (2,2-dimethoxypropane). The reagents and catalysts are [Cu](Cl)Cl (copper(II) chloride). Solvent: CC(=O)C (acetone). Reaction conditions: time 14 hour. Product: CC1(OC([C@@H](O1)[C@H](C(=O)O)CCCC1=CC=C(C=C1)OCC)=O)C ((2R)-2-[(4S)-2,2-dimethyl-5-oxo-1,3-dioxolan-4-yl]-5-(4-ethoxy phenyl)pentanoic acid). Reaction SMILES: [CH2:1]([O:3][C:4]1[CH:9]=[CH:8][C:7]([CH2:10][CH2:11][CH2:12][C@H:13]([C@H:17]([OH:21])[C:18]([OH:20])=[O:19])[C:14]([OH:16])=[O:15])=[CH:6][CH:5]=1)[CH3:2].CO[C:24](OC)([CH3:26])[CH3:25]>CC(C)=O.[Cu](Cl)Cl>[CH3:25][C:24]1([CH3:26])[O:21][C@@H:17]([C@@H:13]([CH2:12][CH2:11][CH2:10][C:7]2[CH:6]=[CH:5][C:4]([O:3][CH2:1][CH3:2])=[CH:9][CH:8]=2)[C:14]([OH:16])=[O:15])[C:18](=[O:20])[O:19]1. Procedure details: To a solution of (2R,3S)-2-[3-(4-ethoxyphenyl)propyl]-3-hydroxybutanedioic acid (3.06 g; 10.33 mmol; 1.0 eq.) in acetone (50.0 mL) was added 2,2-dimethoxypropane (1.8 g; 17.6 mmol; 1.7 eq.) and copper(II) chloride (135 mg; 1.03 mmol; 0.1 eq.). The resulting reaction mixture was stirred for 14 h at RT. The reaction mixture was evaporated and the residue taken up in Et2O. Filtration on a pad of celite gave the title product as a greenish oil used in the next step without further purification. 1H N... Starting materials: COCC(C)Oc1cc(O[Si](C(C)C)(C(C)C)C(C)C)cc(-c2ccc(C(=O)O)[nH]2)c1, COc1nc(OC)nc([N+]2(C)CCOCC2)n1, CO, [Cl-], CC(N)CO, O. Product: COCC(C)Oc1cc(O[Si](C(C)C)(C(C)C)C(C)C)cc(-c2ccc(C(=O)NC(C)CO)[nH]2)c1. RXN SMILES: [CH3:1][O:2][CH2:3][CH:4]([O:5][c:6]1[cH:7][c:8](-[c:23]2[cH:24][cH:25][c:26]([C:28](=[O:29])[OH:30])[nH:27]2)[cH:9][c:10]([O:12][Si:13]([CH:14]([CH3:15])[CH3:16])([CH:17]([CH3:18])[CH3:19])[CH:20]([CH3:21])[CH3:22])[cH:11]1)[CH3:31].[CH3:38][O:39][c:40]1[n:41][c:42]([O:43][CH3:44])[n:45][c:46]([N+:47]2([CH3:48])[CH2:49][CH2:50][O:51][CH2:52][CH2:53]2)[n:54]1.[CH3:56][OH:57].[Cl-:37].[NH2:32][CH:33]([CH3:34])[CH2:35][OH:36].[OH2:55]>>[CH3:1][O:2][CH2:3][CH:4]([O:5][c:6]1[cH:7][c:8](-[c:23]2[cH:24][cH:25][c:26]([C:28](=[O:29])[NH:32][CH:33]([CH3:34])[CH2:35][OH:36])[nH:27]2)[cH:9][c:10]([O:12][Si:13]([CH:14]([CH3:15])[CH3:16])([CH:17]([CH3:18])[CH3:19])[CH:20]([CH3:21])[CH3:22])[cH:11]1)[CH3:31]. Reactants: C(C1=CC=CC=C1)(C1=CC=CC=C1)[C@H]1OC[C@@H]2O[C@@H]2C1 ((1S, 4S, 6R)-4-benzhydryl-3,7-dioxa-bicyclo[4.1.0]-heptane), COC=1C=C(CN)C=C(C1)OC (3,5-dimethoxybenzylamine). Yields the product C(C1=CC=CC=C1)(C1=CC=CC=C1)[C@H]1OC[C@H]([C@@H](C1)O)NCC1=CC(=CC(=C1)OC)OC ((2S, 4R, 5R)-2-benzhydryl-5-(3,5-dimethoxy-benzylamino)-tetrahydropyran-4-ol). Yield: 95.0%. RXN SMILES: [CH:1]([C@@H:14]1[CH2:20][C@@H:19]2[C@@H:17]([O:18]2)[CH2:16][O:15]1)([C:8]1[CH:13]=[CH:12][CH:11]=[CH:10][CH:9]=1)[C:2]1[CH:7]=[CH:6][CH:5]=[CH:4][CH:3]=1.[CH3:21][O:22][C:23]1[CH:24]=[C:25]([CH:28]=[C:29]([O:31][CH3:32])[CH:30]=1)[CH2:26][NH2:27]>>[CH:1]([C@@H:14]1[CH2:20][C@@H:19]([OH:18])[C@H:17]([NH:27][CH2:26][C:25]2[CH:28]=[C:29]([O:31][CH3:32])[CH:30]=[C:23]([O:22][CH3:21])[CH:24]=2)[CH2:16][O:15]1)([C:8]1[CH:13]=[CH:12][CH:11]=[CH:10][CH:9]=1)[C:2]1[CH:3]=[CH:4][CH:5]=[CH:6][CH:7]=1. Procedure: (1S, 4S, 6R)-4-benzhydryl-3,7-dioxa-bicyclo[4.1.0]-heptane 28a (0.020 g, 0.075 mmol) was reacted with 3,5-dimethoxybenzylamine (0.25 g, 1.50 mmol) (Procedure E) to yield (2S, 4R, 5R)-2-benzhydryl-5-(3,5-dimethoxy-benzylamino)-tetrahydropyran-4-ol, (−)-29f, 0.03 g (Yield; 95%, [α]D=(−)58.60, c=1, CHCl3). Starting materials: C1COCCO1, COC(=O)C1=C(c2ccc(F)cc2)CCN(C(=O)OC(C)(C)C)C1, [Na+], [OH-]. The product is CC(C)(C)OC(=O)N1CCC(c2ccc(F)cc2)=C(C(=O)O)C1. Reaction SMILES: [CH2:27]1[O:28][CH2:29][CH2:30][O:31][CH2:32]1.[CH3:1][O:2][C:3](=[O:4])[C:5]1=[C:10]([c:11]2[cH:12][cH:13][c:14]([F:17])[cH:15][cH:16]2)[CH2:9][CH2:8][N:7]([C:18](=[O:19])[O:20][C:21]([CH3:22])([CH3:23])[CH3:24])[CH2:6]1.[Na+:26].[OH-:25]>>[O:2]=[C:3]([OH:4])[C:5]1=[C:10]([c:11]2[cH:12][cH:13][c:14]([F:17])[cH:15][cH:16]2)[CH2:9][CH2:8][N:7]([C:18](=[O:19])[O:20][C:21]([CH3:22])([CH3:23])[CH3:24])[CH2:6]1. Isolated yield 98.2%. Run in C=1(C(=CC=CC1)C)C (xylene). Reaction SMILES: [CH2:1]([O:8][C:9]1[CH:21]=[CH:20][CH:19]=[C:18]2[C:10]=1[C:11]1[CH:12]([CH2:30][O:31][CH3:32])[CH:13]([C:25]([O:27][CH2:28][CH3:29])=[O:26])[NH:14][CH:15](C(O)=O)[C:16]=1[NH:17]2)[C:2]1[CH:7]=[CH:6][CH:5]=[CH:4][CH:3]=1>C1(C)C(C)=CC=CC=1>[CH2:28]([O:27][C:25]([CH:13]1[CH:12]([CH2:30][O:31][CH3:32])[C:11]2[C:10]3[C:18](=[CH:19][CH:20]=[CH:21][C:9]=3[O:8][CH2:1][C:2]3[CH:7]=[CH:6][CH:5]=[CH:4][CH:3]=3)[NH:17][C:16]=2[CH2:15][NH:14]1)=[O:26])[CH3:29]. Starting materials: C(C1=CC=CC=C1)OC1=C2C=3C(C(NC(C3NC2=CC=C1)C(=O)O)C(=O)OCC)COC (5-benzyloxy-3-ethoxycarbonyl-4-methoxymethyl-1,2,3,4-tetrahydro-β-carboline-1-carboxylic acid). Reported procedure: 10 g of crystalline 5-benzyloxy-3-ethoxycarbonyl-4-methoxymethyl-1,2,3,4-tetrahydro-β-carboline-1-carboxylic acid is heated to boiling for 1 hour in 200 ml of xylene and the xylene is distilled off to dryness in vacuum. (decarboxylation) After crystallization from ethyl acetate, the residue yields 8.83 g of 5-benzyloxy-4-methoxymethyl-1,2,3,4-tetrahydro-β-carboline-3-carboxylic acid ethyl ester with a melting point of 170°-171° C. (98.2% of theory). Product: C(C)OC(=O)C1NCC=2NC3=CC=CC(=C3C2C1COC)OCC1=CC=CC=C1 (5-benzyloxy-4-methoxymethyl-1,2,3,4-tetrahydro-β-carboline-3-carboxylic acid ethyl ester). Starting materials: C1(CC1)NC[C@H]1CN(C[C@@H]1O)C(=O)OCC1=CC=CC=C1 (benzyl (3S,4R)-3-cyclopropylaminomethyl-4-hydroxypyrrolidine-1-carboxylate), CO.Cl (hydrogen chloride methanol), C(C)(C)OC(C)C (diisopropyl ether). Solvent: C(C)(=O)OCC (ethyl acetate). Conditions: time 30 minute. Product: Cl.C1(CC1)NC[C@H]1CN(C[C@@H]1O)C(=O)OCC1=CC=CC=C1 (benzyl (3S,4R)-3-cyclopropylaminomethyl-4-hydroxypyrrolidine-1-carboxylate hydrochloride). Isolated yield 90.0%. RXN SMILES: [CH:1]1([NH:4][CH2:5][C@@H:6]2[C@@H:10]([OH:11])[CH2:9][N:8]([C:12]([O:14][CH2:15][C:16]3[CH:21]=[CH:20][CH:19]=[CH:18][CH:17]=3)=[O:13])[CH2:7]2)[CH2:3][CH2:2]1.CO.[ClH:24].C(OC(C)C)(C)C>C(OCC)(=O)C>[ClH:24].[CH:1]1([NH:4][CH2:5][C@@H:6]2[C@@H:10]([OH:11])[CH2:9][N:8]([C:12]([O:14][CH2:15][C:16]3[CH:17]=[CH:18][CH:19]=[CH:20][CH:21]=3)=[O:13])[CH2:7]2)[CH2:3][CH2:2]1 |f:1.2,5.6|. Reported procedure: 4.86 L of ethyl acetate was added to 345 g of benzyl (3S,4R)-3-cyclopropylaminomethyl-4-hydroxypyrrolidine-1-carboxylate (1.20 mol) to dissolve the compound. While this solution was stirred, 1.04 L of a 10% hydrogen chloride methanol solution was added at an internal temperature of 21° C. Following the formation of crystals (internal temperature of 20° C.), the mixture was kept stirred for 15 minutes. Subsequently, 9.72 L of diisopropyl ether was added slowly and the mixture was further stirred ... Reactants: O=C(CBr)c1ccc2sccc2c1, CCOC(C)=O, C1CCOC1, O. Yields the product OC(CBr)c1ccc2sccc2c1. RXN SMILES: [Br:1][CH2:2][C:3](=[O:4])[c:5]1[cH:6][c:7]2[c:8]([s:9][cH:10][cH:11]2)[cH:12][cH:13]1.[CH3:14][CH2:15][O:16][C:17](=[O:18])[CH3:19].[O:21]1[CH2:22][CH2:23][CH2:24][CH2:25]1.[OH2:20]>>[Br:1][CH2:2][CH:3]([OH:4])[c:5]1[cH:6][c:7]2[c:8]([s:9][cH:10][cH:11]2)[cH:12][cH:13]1.